The task is: describe an organic reaction: reactants, conditions, products, and yield. This data is from the Open Reaction Database (ORD), a public repository of structured organic reaction records. Starting materials: CCN(CC)CCCOc1ccc(N)cc1, CS(=O)(=O)Cl, Cl, Cl, O, c1ccncc1. Yields the product CCN(CC)CCCOc1ccc(NS(C)(=O)=O)cc1. As a reaction SMILES: [CH2:3]([CH3:4])[N:5]([CH2:6][CH2:7][CH2:8][O:9][c:10]1[cH:11][cH:12][c:13]([NH2:16])[cH:14][cH:15]1)[CH2:17][CH3:18].[CH3:19][S:20]([Cl:21])(=[O:22])=[O:23].[ClH:1].[ClH:2].[OH2:24].[cH:25]1[cH:26][cH:27][n:28][cH:29][cH:30]1>>[CH2:3]([CH3:4])[N:5]([CH2:6][CH2:7][CH2:8][O:9][c:10]1[cH:11][cH:12][c:13]([NH:16][S:20]([CH3:19])(=[O:22])=[O:23])[cH:14][cH:15]1)[CH2:17][CH3:18]. Starting materials: CC(=O)c1csc(C(N)=O)n1, CN(C)C=O, O, O=P(Cl)(Cl)Cl. The product is CC(=O)c1csc(C#N)n1. RXN SMILES: [C:6]([CH3:7])(=[O:8])[c:9]1[n:10][c:11]([C:14](=[O:15])[NH2:16])[s:12][cH:13]1.[CH3:18][N:19]([CH3:20])[CH:21]=[O:22].[OH2:17].[P:1]([Cl:2])([Cl:3])([Cl:4])=[O:5]>>[C:6]([CH3:7])(=[O:8])[c:9]1[n:10][c:11]([C:14]#[N:16])[s:12][cH:13]1. The reactants are NC=1C2=C(N=CN1)N(C=C2C2=C(C=CC=C2)O)C2COCC2 (4-Amino-7-(3-tetrahydrofuryl)-7H-pyrrolo[2,3-d]pyrimidin-5-ylphenol), FC1=C(C#N)C(=CC=C1)NCCCN1C=NC=C1 (2-fluoro-6-(3-imidazol-1-yl)propylamino benzonitrile), C([O-])([O-])=O.[K+].[K+] (potassium carbonate). Solvent: CN(C=O)C (dimethylformamide). Product: NC=1C2=C(N=CN1)N(C=C2C2=CC=C(OC1=C(C#N)C(=CC=C1)NCCCN1C=NC=C1)C=C2)C2COCC2 (2-[4-(4-amino-7-(3-tetrahydrofuryl)-7H-pyrrolo[2,3-d]pyrimidin-5-yl)phenoxy]-6-(3-imidazol-1-yl)propylaminobenzonitrile). Reaction SMILES: [NH2:1][C:2]1[C:3]2[C:10]([C:11]3[CH:16]=[CH:15][CH:14]=[CH:13][C:12]=3O)=[CH:9][N:8]([CH:18]3[CH2:22][CH2:21][O:20][CH2:19]3)[C:4]=2[N:5]=[CH:6][N:7]=1.F[C:24]1[CH:31]=[CH:30][CH:29]=[C:28]([NH:32][CH2:33][CH2:34][CH2:35][N:36]2[CH:40]=[CH:39][N:38]=[CH:37]2)[C:25]=1[C:26]#[N:27].C(=O)([O-])[O-:42].[K+].[K+]>CN(C)C=O>[NH2:1][C:2]1[C:3]2[C:10]([C:11]3[CH:16]=[CH:15][C:14]([O:42][C:24]4[CH:31]=[CH:30][CH:29]=[C:28]([NH:32][CH2:33][CH2:34][CH2:35][N:36]5[CH:40]=[CH:39][N:38]=[CH:37]5)[C:25]=4[C:26]#[N:27])=[CH:13][CH:12]=3)=[CH:9][N:8]([CH:18]3[CH2:22][CH2:21][O:20][CH2:19]3)[C:4]=2[N:5]=[CH:6][N:7]=1 |f:2.3.4|. Procedure details: 4-[4-Amino-7-(3-tetrahydrofuryl)-7H-pyrrolo[2,3-d]pyrimidin-5-ylphenol (0.49 g), 2-fluoro-6-(3-imidazol-1-yl)propylamino benzonitrile, potassium carbonate (0.45 g) and dimethylformamide were reacted in a similar manner to Example 17 to give 2-[4-(4-amino-7-(3-tetrahydrofuryl)-7H-pyrrolo[2,3-d]pyrimidin-5-yl)phenoxy]-6-(3-imidazol-1-yl)propylaminobenzonitrile, m.p.110° C. (glassy foam). Starting materials: ClC1=CC=C(N=N1)C(=O)O (6-chloropyridazine-3-carboxylic acid), C(C)(=O)O (acetic acid), crude material. The solvent is N1=CC=CC=C1 (pyridine). The product is O=C1N2C(=NC=3C=CC=CC13)C=CC(=N2)C(=O)O (10-Oxo-10H-pyridazino(6,1-b)quinazoline-2-carboxylic acid). RXN SMILES: Cl[C:2]1[N:7]=[N:6][C:5]([C:8]([OH:10])=[O:9])=[CH:4][CH:3]=1.[C:11]([OH:14])(=O)[CH3:12]>N1C=CC=CC=1>[O:14]=[C:11]1[C:12]2[CH:8]=[CH:5][CH:4]=[CH:3][C:2]=2[N:7]=[C:2]2[CH:3]=[CH:4][C:5]([C:8]([OH:10])=[O:9])=[N:6][N:7]12. Procedure: A precipitate is obtained when a mixture of methyl anthraniliate (4.78 g, 31.6 mmol), 6-chloropyridazine-3-carboxylic acid (5.0 g, 31.6 mmol) and 50 ml of acetic acid is heated at reflux for 21 hrs; m.p. 246°-50° C. This crude material is recyrstallized from pyridine giving the anlytical sample, m.p. 239°-43° C. (dec.). Reactants: dialkyl phosphites, Formula II, dialkyl phosphite, vinyl trialkoxy silane, P(OCC)(OCC)[O-] (diethyl phosphite), C(=C)[Si](OCC)(OCC)OCC (vinyl triethoxy silane). The product is desired product, [Si](OCC)(OCC)(OCC)CCP(=O)(OCC)OCC ((EtO)3SiCH2CH2PO(OEt)2). Isolated yield 33.0%. As a reaction SMILES: [P:1]([O-:8])([O:5][CH2:6][CH3:7])[O:2][CH2:3][CH3:4].[CH:9]([Si:11]([O:18][CH2:19][CH3:20])([O:15][CH2:16][CH3:17])[O:12][CH2:13][CH3:14])=[CH2:10]>>[Si:11]([CH2:9][CH2:10][P:1]([O:5][CH2:6][CH3:7])([O:2][CH2:3][CH3:4])=[O:8])([O:18][CH2:19][CH3:20])([O:15][CH2:16][CH3:17])[O:12][CH2:13][CH3:14]. Procedure details: Compounds of Formula II can be synthesised via a free radical promoted addition of a dialkyl phosphite to vinyl trialkoxy silane and then distillation, according to the procedure of G. H. Barnes and M. P. David in J. Org. Chem., 25, 1191, (1960). In this paper Barnes and David reported the synthesis of a number of organosilicon phosphonate esters and acids. They utilised known procedures for the free radical addition of dialkyl phosphites to double bonds. The state of this art is described in Or... Starting materials: C(C)(=O)OCC=1C=CC(=C(C1)O)CC1=CC=C(C=C1)CC (5-acetoxymethyl-2-(4-ethylbenzyl)phenol), C(C)(=O)O[C@H]1[C@@H](OC(C(Cl)(Cl)Cl)=N)O[C@@H]([C@H]([C@@H]1OC(C)=O)OC(C)=O)COC(C)=O (2,3,4,6-tetra-O-acetyl-1-O-trichloroacetoimidoyl-α-D-glucopyranose). The solvent is ClCCl (dichloromethane). Conditions: temperature 0 celsius, time 30 minute. Yields the product C(C)(=O)O[C@H]1[C@H](OC2=C(C=CC(=C2)COC(C)=O)CC2=CC=C(C=C2)CC)O[C@@H]([C@H]([C@@H]1OC(C)=O)OC(C)=O)COC(C)=O (5-acetoxymethyl-2-(4-ethylbenzyl)phenyl 2,3,4,6-tetra-O-acetyl-β-D-glucopyranoside). Yield: 78.4%. As a reaction SMILES: [C:1]([O:4][CH2:5][C:6]1[CH:7]=[CH:8][C:9]([CH2:13][C:14]2[CH:19]=[CH:18][C:17]([CH2:20][CH3:21])=[CH:16][CH:15]=2)=[C:10]([OH:12])[CH:11]=1)(=[O:3])[CH3:2].[C:22]([O:25][C@@H:26]1[C@@H:38]([O:39][C:40](=[O:42])[CH3:41])[C@H:37]([O:43][C:44](=[O:46])[CH3:45])[C@@H:36]([CH2:47][O:48][C:49](=[O:51])[CH3:50])[O:35][C@@H:27]1OC(=N)C(Cl)(Cl)Cl)(=[O:24])[CH3:23]>ClCCl>[C:22]([O:25][C@@H:26]1[C@@H:38]([O:39][C:40](=[O:42])[CH3:41])[C@H:37]([O:43][C:44](=[O:46])[CH3:45])[C@@H:36]([CH2:47][O:48][C:49](=[O:51])[CH3:50])[O:35][C@H:27]1[O:12][C:10]1[CH:11]=[C:6]([CH2:5][O:4][C:1](=[O:3])[CH3:2])[CH:7]=[CH:8][C:9]=1[CH2:13][C:14]1[CH:15]=[CH:16][C:17]([CH2:20][CH3:21])=[CH:18][CH:19]=1)(=[O:24])[CH3:23]. Procedure details: To a solution of 5-acetoxymethyl-2-(4-ethylbenzyl)phenol (0.59 g) and 2,3,4,6-tetra-O-acetyl-1-O-trichloroacetoimidoyl-α-D-glucopyranose (1.1 g) in dichloromethane (15 mL) was added boron trifluoride diethyl ether complex (0.31 mL), and the mixture was stirred at 0° C. for 30 minutes. The reaction mixture was purified by column chromatography on silica gel (eluent: hexane/ethyl acetate=2/1-3/2) to give 5-acetoxymethyl-2-(4-ethylbenzyl)phenyl 2,3,4,6-tetra-O-acetyl-β-D-glucopyranoside (1.0 g). Starting materials: N1=CNC2=C1C=CN=C2 (5-azabenzimidazole), C(C)(C)N(C(C)C)CC (N,N-diisopropylethylamine), resultant solution, C[Si](CCOCCl)(C)C (2-(trimethylsilyl)ethoxymethyl chloride). As a reaction SMILES: [N:1]1[C:5]2[CH:6]=[CH:7][N:8]=[CH:9][C:4]=2[NH:3][CH:2]=1.C(N(CC)C(C)C)(C)C.[CH3:19][Si:20]([CH3:27])([CH3:26])[CH2:21][CH2:22][O:23][CH2:24]Cl>CN(C=O)C.[Cl-].[Na+].O.C(OCC)(=O)C>[CH3:19][Si:20]([CH3:27])([CH3:26])[CH2:21][CH2:22][O:23][CH2:24][N:1]1[C:5]2[CH:6]=[CH:7][N:8]=[CH:9][C:4]=2[N:3]=[CH:2]1 |f:4.5.6|. Product: C[Si](CCOCN1C=NC2=C1C=CN=C2)(C)C (1-(2-trimethylsilylethoxymethyl)-5-azabenzimidazole). Reported procedure: To a stirred solution of 5-azabenzimidazole (0.300 g, 2.51 mmol) in anhydrous DMF (5 mL) was added N,N-diisopropylethylamine (0.66 mL, 3.80 mmol) followed by 2-(trimethylsilyl)ethoxymethyl chloride (0.54 mL, 3.02 mmol). The resultant solution was heated to 80° C. for 2 h then cooled to room temperature. The reaction mixture was poured into brine (20 mL) and diluted with ethyl acetate (30 mL). The phases were separated and the aqueous phase was extracted with ethyl acetate (3×15 mL). The combined... Yield: 93.6%. Solvent: CN(C)C=O (DMF), C(C)(=O)OCC (ethyl acetate), [Cl-].[Na+].O (brine).